Task: describe an organic reaction: reactants, conditions, products, and yield. Dataset: the Open Reaction Database (ORD), a public repository of structured organic reaction records The reactants are C(C)(=O)OCC (ethyl acetate), FC1=CC=C(C=C1)NC(=O)C=1C=NC(=NC1)OCC(=O)O ([5-(4-fluorophenylcarbamoyl)pyrimidin-2-yloxy]acetic acid), C1(=CC=CC=C1)O (phenol). Solvent: CCCCCC (hexane). Yields the product C1(=CC=CC=C1)OC(COC1=NC=C(C=N1)C(NC1=CC=C(C=C1)F)=O)=O ([5-(4-Fluorophenylcarbamoyl)pyrimidin-2-yloxy]acetic acid phenyl ester). The yield is 42.0%. RXN SMILES: [F:1][C:2]1[CH:7]=[CH:6][C:5]([NH:8][C:9]([C:11]2[CH:12]=[N:13][C:14]([O:17][CH2:18][C:19]([OH:21])=[O:20])=[N:15][CH:16]=2)=[O:10])=[CH:4][CH:3]=1.[C:22]1(O)[CH:27]=[CH:26][CH:25]=[CH:24][CH:23]=1.C(OCC)(=O)C>CCCCCC>[C:22]1([O:20][C:19](=[O:21])[CH2:18][O:17][C:14]2[N:13]=[CH:12][C:11]([C:9](=[O:10])[NH:8][C:5]3[CH:4]=[CH:3][C:2]([F:1])=[CH:7][CH:6]=3)=[CH:16][N:15]=2)[CH:27]=[CH:26][CH:25]=[CH:24][CH:23]=1. Procedure details: The titled compound was prepared from [5-(4-fluorophenylcarbamoyl)pyrimidin-2-yloxy]acetic acid using phenol (10 mg, 0.1 mmol) as the coupling partner. Chromatography (1:1 ethyl acetate:hexane) through SiO2 yielded 26 mg (42%) of the titled compound. ESI-MS m/z 368 (MH+), 366 (M−H−). Starting materials: BrCC1=C(C=CC(=C1)C(F)(F)F)C1=C(C(=C(C(=C1)C(C)C)F)O)OC (2′-(bromomethyl)-4-fluoro-5-isopropyl-2-methoxy-4′-(trifluoromethyl)biphenyl-3-ol), [NH4+].[Cl-] (NH4Cl), [H-].[Na+] (Sodium hydride), FC(C=1C=C(C=C(C1)C(F)(F)F)[C@@H]1[C@@H](NC(O1)=O)C)(F)F ((4S,5R)-5-[3,5-bis(trifluoromethyl)phenyl]-4-methyl-1,3-oxazolidin-2-one). Run in C1CCOC1 (THF), C1CCOC1 (THF). Reaction conditions: time 8 hour. The product is FC(C=1C=C(C=C(C1)C(F)(F)F)[C@@H]1[C@@H](N(C(O1)=O)CC1=C(C=CC(=C1)C(F)(F)F)C1=C(C(=C(C(=C1)C(C)C)F)O)OC)C)(F)F ((4S,5R)-5-[3,5-bis(trifluoromethyl)phenyl]-3-{[4′-fluoro-3′-hydroxy-5′-isopropyl-2′-methoxy-4-(trifluoromethyl)biphenyl-2-yl]methyl}-4-methyl-1,3-oxazolidin-2-one). Reaction SMILES: [H-].[Na+].[F:3][C:4]([F:23])([F:22])[C:5]1[CH:6]=[C:7]([C@H:15]2[O:19][C:18](=[O:20])[NH:17][C@H:16]2[CH3:21])[CH:8]=[C:9]([C:11]([F:14])([F:13])[F:12])[CH:10]=1.Br[CH2:25][C:26]1[CH:31]=[C:30]([C:32]([F:35])([F:34])[F:33])[CH:29]=[CH:28][C:27]=1[C:36]1[CH:41]=[C:40]([CH:42]([CH3:44])[CH3:43])[C:39]([F:45])=[C:38]([OH:46])[C:37]=1[O:47][CH3:48].[NH4+].[Cl-]>C1COCC1>[F:23][C:4]([F:3])([F:22])[C:5]1[CH:6]=[C:7]([C@H:15]2[O:19][C:18](=[O:20])[N:17]([CH2:25][C:26]3[CH:31]=[C:30]([C:32]([F:33])([F:34])[F:35])[CH:29]=[CH:28][C:27]=3[C:36]3[CH:41]=[C:40]([CH:42]([CH3:44])[CH3:43])[C:39]([F:45])=[C:38]([OH:46])[C:37]=3[O:47][CH3:48])[C@H:16]2[CH3:21])[CH:8]=[C:9]([C:11]([F:12])([F:13])[F:14])[CH:10]=1 |f:0.1,4.5|. Procedure details: Sodium hydride (60% dispersion in mineral oil, 14.7 mg, 0.368 mmol) was added to a stirred solution of (4S,5R)-5-[3,5-bis(trifluoromethyl)phenyl]-4-methyl-1,3-oxazolidin-2-one (57.7 mg, 0.184 mmol) in dry THF (2 mL) at room temperature. After 30 min a solution of 2′-(bromomethyl)-4-fluoro-5-isopropyl-2-methoxy-4′-(trifluoromethyl)biphenyl-3-ol (62.0 mg, 0.123 mmol) in dry THF (2 mL) was added by cannula and the reaction mixture was stirred overnight. Saturated NH4Cl (10 mL) was added and the mix... Starting materials: CCCc1nc(C(=O)OCC)c(C(=O)OCC)n1Cc1ccc(-c2ccccc2-c2nnnn2C(c2ccccc2)(c2ccccc2)c2ccccc2)cc1, CC(C)C[Al+]CC(C)C, CCOC(C)=O, Cc1ccccc1, [Cl-], [H-], [NH4+], C1CCOC1. As a reaction SMILES: [CH2:11]([CH2:12][CH3:13])[c:14]1[n:15]([CH2:29][c:30]2[cH:31][cH:32][c:33](-[c:36]3[c:37](-[c:42]4[n:43][n:44][n:45][n:46]4[C:47]([c:48]4[cH:49][cH:50][cH:51][cH:52][cH:53]4)([c:54]4[cH:55][cH:56][cH:57][cH:58][cH:59]4)[c:60]4[cH:61][cH:62][cH:63][cH:64][cH:65]4)[cH:38][cH:39][cH:40][cH:41]3)[cH:34][cH:35]2)[c:16]([C:24](=[O:25])[O:26][CH2:27][CH3:28])[c:17]([C:19](=[O:20])[O:21][CH2:22][CH3:23])[n:18]1.[CH2:2]([Al+:3][CH2:4][CH:5]([CH3:6])[CH3:7])[CH:8]([CH3:9])[CH3:10].[CH3:66][CH2:67][O:68][C:69](=[O:70])[CH3:71].[CH3:74][c:75]1[cH:76][cH:77][cH:78][cH:79][cH:80]1.[Cl-:72].[H-:1].[NH4+:73].[O:81]1[CH2:82][CH2:83][CH2:84][CH2:85]1>>[CH2:11]([CH2:12][CH3:13])[c:14]1[n:15]([CH2:29][c:30]2[cH:31][cH:32][c:33](-[c:36]3[c:37](-[c:42]4[n:43][n:44][n:45][n:46]4[C:47]([c:48]4[cH:49][cH:50][cH:51][cH:52][cH:53]4)([c:54]4[cH:55][cH:56][cH:57][cH:58][cH:59]4)[c:60]4[cH:61][cH:62][cH:63][cH:64][cH:65]4)[cH:38][cH:39][cH:40][cH:41]3)[cH:34][cH:35]2)[c:16]([C:24](=[O:25])[O:26][CH2:27][CH3:28])[c:17]([CH2:19][OH:20])[n:18]1. Yields the product CCCc1nc(CO)c(C(=O)OCC)n1Cc1ccc(-c2ccccc2-c2nnnn2C(c2ccccc2)(c2ccccc2)c2ccccc2)cc1. Starting materials: N1=CC(=CC=C1)CCCO (3-(3-pyridyl)propanol), C1(=CC=C(C=C1)S(=O)(=O)Cl)C (p-toluenesulfonyl chloride), C(C)(C)N(CC)C(C)C (diisopropylethylamine). Solvent: C(Cl)Cl (methylene chloride). Conditions: time 10 minute. Product: C1(=CC=C(C=C1)S(=O)(=O)[O-])C.N1=CC(=CC=C1)CCC[NH3+] (3-(3-Pyridyl)propylammonium p-toluenesulfonate). RXN SMILES: [N:1]1[CH:6]=[CH:5][CH:4]=[C:3]([CH2:7][CH2:8][CH2:9][OH:10])[CH:2]=1.[C:11]1([CH3:21])[CH:16]=[CH:15][C:14]([S:17](Cl)(=[O:19])=[O:18])=[CH:13][CH:12]=1.C([N:25](C(C)C)CC)(C)C>C(Cl)Cl>[C:11]1([CH3:21])[CH:16]=[CH:15][C:14]([S:17]([O-:10])(=[O:19])=[O:18])=[CH:13][CH:12]=1.[N:1]1[CH:6]=[CH:5][CH:4]=[C:3]([CH2:7][CH2:8][CH2:9][NH3+:25])[CH:2]=1 |f:4.5|. Procedure details: A stirred solution of 3-(3-pyridyl)propanol (3.5 mL, 27.12 mmoles) in methylene chloride (15 mL) at 0° C. was treated with p-toluenesulfonyl chloride (6.7219 g, 1.3 equiv.) and diisopropylethylamine (6.14 mL, 1.3 equiv.). After 10 minutes, the mixture was warmed to room temperature. After a further 4 hours, the solvent was removed under reduced pressure and the residue partitioned between ethyl acetate and water. The organic phase was washed with brine, dried over sodium sulfate and evaporated. ... Starting materials: [Li]C(C)(C)C, CCCCC, CC(C)(C)OC(=O)Nc1ccccc1F, CI, C1CCOC1. Yields the product Cc1cccc(F)c1NC(=O)OC(C)(C)C. RXN SMILES: [C:16]([Li:17])([CH3:18])([CH3:19])[CH3:20].[CH3:28][CH2:29][CH2:30][CH2:31][CH3:32].[F:1][c:2]1[c:3]([NH:8][C:9]([O:10][C:11]([CH3:12])([CH3:13])[CH3:14])=[O:15])[cH:4][cH:5][cH:6][cH:7]1.[I:21][CH3:22].[O:23]1[CH2:24][CH2:25][CH2:26][CH2:27]1>>[F:1][c:2]1[c:3]([NH:8][C:9]([O:10][C:11]([CH3:12])([CH3:13])[CH3:14])=[O:15])[c:4]([CH3:16])[cH:5][cH:6][cH:7]1. Starting materials: NC(C#N)(C)C (2-amino-2-methylpropanenitrile), C(=O)([O-])[O-].[Na+].[Na+] (Na2CO3), C(C1=CC=CC=C1)OC(=O)Cl (benzylchloroformate). Run in O (water). Product: C(#N)C(C)(C)NC(OCC1=CC=CC=C1)=O (Benzyl 1-cyano-1-methylethylcarbamate). As a reaction SMILES: [NH2:1][C:2]([CH3:6])([CH3:5])[C:3]#[N:4].C([O-])([O-])=O.[Na+].[Na+].[CH2:13]([O:20][C:21](Cl)=[O:22])[C:14]1[CH:19]=[CH:18][CH:17]=[CH:16][CH:15]=1>O>[C:3]([C:2]([NH:1][C:21](=[O:22])[O:20][CH2:13][C:14]1[CH:19]=[CH:18][CH:17]=[CH:16][CH:15]=1)([CH3:6])[CH3:5])#[N:4] |f:1.2.3|. Procedure details: To a suspension of 2-amino-2-methylpropanenitrile in water an equimolar amount of Na2CO3 and a slight excess (1.1 eq) of benzylchloroformate were added, with an external cooling. Reaction mixture was stirred o/n at room temperature, extracted in EtOAc and the organic phase was washed with NaHCO3ss, dried (Na2SO4), filtered and concentrated. Product was obtained as a white solid. Reactants: NC1=C(C(=NO1)C)Br (5-amino-4-bromo-3-methylisoxazole), C1(=CC=CC=C1)SC1=C(SC=C1)S(=O)(=O)Cl (3-phenylthio-thiophene-2-sulfonyl chloride). The product is BrC=1C(=NOC1NS(=O)(=O)C=1SC=CC1SC1=CC=CC=C1)C (N-(4-bromo-3-methyl-5-isoxazolyl)-3-(phenylthio)thiophene-2-sulfonamide). Isolated yield 83.0%. RXN SMILES: [NH2:1][C:2]1[O:6][N:5]=[C:4]([CH3:7])[C:3]=1[Br:8].[C:9]1([S:15][C:16]2[CH:20]=[CH:19][S:18][C:17]=2[S:21](Cl)(=[O:23])=[O:22])[CH:14]=[CH:13][CH:12]=[CH:11][CH:10]=1>>[Br:8][C:3]1[C:4]([CH3:7])=[N:5][O:6][C:2]=1[NH:1][S:21]([C:17]1[S:18][CH:19]=[CH:20][C:16]=1[S:15][C:9]1[CH:14]=[CH:13][CH:12]=[CH:11][CH:10]=1)(=[O:23])=[O:22]. Procedure: N-(4-bromo-3-methyl-5-isoxazolyl)-3-(phenylthio)thiophene-2-sulfonamide was prepared in the same manner as described in Example 2 using 5-amino-4-bromo-3-methylisoxazole (192 mg, 1.1 mmol) and 3-phenylthio-thiophene-2-sulfonyl chloride (300 mg, 1.0 mmol). Purification by column chromatography using 10% MeOH/CHCl3 yielded 358 mg (83%) of the pure sulfonamide as a brown oil.